From a dataset of the Open Reaction Database (ORD), a public repository of structured organic reaction records. describe an organic reaction: reactants, conditions, products, and yield Reactants: BrC(=CC1=C(C=C(C=C1)F)O)Br (2-(2,2-dibromoethenyl)-5-fluorophenol), [O-]P(=O)([O-])[O-].[K+].[K+].[K+] (K3PO4). The reagents and catalysts are [Cu]I (CuI). Run in O (water), O1CCCC1 (tetrahydrofuran). Conditions: temperature 80 celsius, time 8 hour. The product is FC1=CC2=C(C=CO2)C=C1 (6-fluoro-1-benzofuran). Isolated yield 60.0%. RXN SMILES: Br[C:2](Br)=[CH:3][C:4]1[CH:9]=[CH:8][C:7]([F:10])=[CH:6][C:5]=1[OH:11].[O-]P([O-])([O-])=O.[K+].[K+].[K+]>O1CCCC1.O.[Cu]I>[F:10][C:7]1[CH:8]=[CH:9][C:4]2[CH:3]=[CH:2][O:11][C:5]=2[CH:6]=1 |f:1.2.3.4|. Procedure details: To a solution of 2-(2,2-dibromoethenyl)-5-fluorophenol (580 mg, 1.96 mmol) in tetrahydrofuran (20 mL) was added CuI (30 mg, 0.16 mmol), K3PO4 (800 mg, 3.77 mmol) under nitrogen atmosphere. After stirring overnight at 80° C., the reaction mixture was dissolved in water (50 mL), extracted with dichloromethane (3×30 mL), dried over anhydrous magnesium sulfate and concentrated under reduced pressure to afford a residue, which was purified by a silica gel column with petroleum ether to afford 6-fluor... Reactants: N1=C(N=CC=C1)C1(CCC2(OCCO2)CC1)CO ((8-pyrimidin-2-yl-1,4-dioxa-spiro[4,5]dec-8-yl)-methanol), Cl (HCl). Run in C1CCOC1 (THF). Reaction conditions: temperature 25 celsius, time 24 hour. Yields the product OCC1(CCC(CC1)=O)C1=NC=CC=N1 (4-(hydroxymethyl)-4-(pyrimidin-2-yl)cyclohexanone). The yield is 97.5%. RXN SMILES: [N:1]1[CH:6]=[CH:5][CH:4]=[N:3][C:2]=1[C:7]1([CH2:17][OH:18])[CH2:16][CH2:15][C:10]2(OCC[O:11]2)[CH2:9][CH2:8]1.Cl>C1COCC1>[OH:18][CH2:17][C:7]1([C:2]2[N:1]=[CH:6][CH:5]=[CH:4][N:3]=2)[CH2:16][CH2:15][C:10](=[O:11])[CH2:9][CH2:8]1. Procedure details: To a solution of (8-pyrimidin-2-yl-1,4-dioxa-spiro[4,5]dec-8-yl)-methanol (295 mg, 1.18 mmol) in THF (10 mL) was added 3 N aqueous HCl (10 mL) at 25° C. After being stirred at 25° C. for 24 h, THF was removed under reduced pressure and the reaction was neutralized (saturate aqueous NaHCO3) and extracted (4×10% MeOH/DCM). The combined organic layers were dried (Na2SO4) and concentrated under reduced pressure to provide 4-(hydroxymethyl)-4-(pyrimidin-2-yl)cyclohexanone (238 mg, 1.15 mmol, 98%) as ... Reactants: Cl.N1CCC(CC1)C1=C(C(=NN1)C1=CC=C(C=C1)Cl)C1=CC=NC=C1 (5-(4-piperidyl)-4-(4-pyridyl)-3-(4-chlorophenyl)pyrazole hydrochloride), [BH3-]C#N.[Na+] (NaCNBH3), C(OC)(OC)OC (trimethyl orthoformate), S1C(=NC=C1)C=O (2-thiazolecarboxaldehyde), [OH-].[Na+] (NaOH). The solvent is CO (MeOH). Conditions: time 2 hour. The product is CC=1SC=C(N1)N1CCC(CC1)C1=C(C(=NN1)C1=CC=C(C=C1)Cl)C1=CC=NC=C1 (5-[N-(2-METHYLTHIAZOLYL)-4-PIPERIDYL]-4-(4-PYRIDYL)-3-(4-CHLOROPHENYL)PYRAZOLE). As a reaction SMILES: Cl.[NH:2]1[CH2:7][CH2:6][CH:5]([C:8]2[NH:12][N:11]=[C:10]([C:13]3[CH:18]=[CH:17][C:16]([Cl:19])=[CH:15][CH:14]=3)[C:9]=2[C:20]2[CH:25]=[CH:24][N:23]=[CH:22][CH:21]=2)[CH2:4][CH2:3]1.C(OC)(OC)OC.[S:33]1[CH:37]=[CH:36][N:35]=[C:34]1[CH:38]=O.[BH3-]C#N.[Na+].[OH-].[Na+]>CO>[CH3:38][C:34]1[S:33][CH:37]=[C:36]([N:2]2[CH2:3][CH2:4][CH:5]([C:8]3[NH:12][N:11]=[C:10]([C:13]4[CH:14]=[CH:15][C:16]([Cl:19])=[CH:17][CH:18]=4)[C:9]=3[C:20]3[CH:25]=[CH:24][N:23]=[CH:22][CH:21]=3)[CH2:6][CH2:7]2)[N:35]=1 |f:0.1,4.5,6.7|. Procedure: To a suspension of 5-(4-piperidyl)-4-(4-pyridyl)-3-(4-chlorophenyl)pyrazole hydrochloride (Example C-74) in 12 mL of MeOH was added trimethyl orthoformate (2.6 g, 24.4 mmol) and 2-thiazolecarboxaldehyde (1.4 g, 12.2 mmol). The suspension was stirred at room temperature for 2 h. To this mixture was added NaCNBH3 (1.5 g, 24.4 mmol) and the resulting suspension was stirred at room temperature for 7 days. The mixture was poured onto 2.5 N NaOH and was extracted with ethyl acetate (2×100 mL). The com... Starting materials: N1=CN=CC2=C1N=CC=C2 (Pyrido[2,3-d]pyrimidin), O=P(Cl)(Cl)Cl (POCl3). Product: ClC=1C2=C(N=CN1)N=CC=C2 (4-Chloropyrido[2,3-d]pyrimidine). RXN SMILES: [N:1]1[C:6]2[N:7]=[CH:8][CH:9]=[CH:10][C:5]=2[CH:4]=[N:3][CH:2]=1.O=P(Cl)(Cl)[Cl:13]>>[Cl:13][C:4]1[C:5]2[CH:10]=[CH:9][CH:8]=[N:7][C:6]=2[N:1]=[CH:2][N:3]=1. Procedure details: A mixture of 17.8 g of Pyrido[2,3-d]pyrimidin(4(3H)one and 200 mL of POCl3 was stirred under reflux for one hour. Excess POCl3 was removed under vacuum, and then CH2Cl2, ice, and water were added. A black solid dissolved slowly. The organic layer was then separated, washed with aqueous NaHCO3, and dried over Na2SO4. Solvent was then removed under vacuum to leave a yellow solid, which was recrystallized from toluene/hexane. M.P. 137° dec. The reactants are C1CCOC1, Cl, [Fe], COC(=O)c1ccc(OCc2cc(Cl)ccc2[N+](=O)[O-])cc1, O. Product: COC(=O)c1ccc(OCc2cc(Cl)ccc2N)cc1. Reaction SMILES: [CH2:23]1[O:24][CH2:25][CH2:26][CH2:27]1.[ClH:28].[Fe:29].[N+:1]([O-:2])(=[O:3])[c:4]1[c:5]([CH2:11][O:12][c:13]2[cH:14][cH:15][c:16]([C:17](=[O:18])[O:19][CH3:20])[cH:21][cH:22]2)[cH:6][c:7]([Cl:10])[cH:8][cH:9]1.[OH2:30]>>[NH2:1][c:4]1[c:5]([CH2:11][O:12][c:13]2[cH:14][cH:15][c:16]([C:17](=[O:18])[O:19][CH3:20])[cH:21][cH:22]2)[cH:6][c:7]([Cl:10])[cH:8][cH:9]1.